From a dataset of the Open Reaction Database (ORD), a public repository of structured organic reaction records. describe an organic reaction: reactants, conditions, products, and yield Reaction conditions: temperature 80 celsius. Reactants: C(C)C1=CC=C(C=C1)S(=O)(=O)Cl (4-ethylbenzenesulfonyl chloride), CC1=NN(C(=C1)N)C1=C2C=CC=NC2=CC=C1 (3-methyl-1-(quinolin-5-yl)-1H-pyrazol-5-amine), ClCCl (dichloromethane). The product is C(C)C1=CC=C(C=C1)S(=O)(=O)NC1=CC(=NN1C1=C2C=CC=NC2=CC=C1)C (4-ethyl-N-(3-methyl-1-(quinolin-5-yl)-1H-pyrazol-5-yl)benzenesulfonamide). Reaction SMILES: [CH2:1]([C:3]1[CH:8]=[CH:7][C:6]([S:9](Cl)(=[O:11])=[O:10])=[CH:5][CH:4]=1)[CH3:2].[CH3:13][C:14]1[CH:18]=[C:17]([NH2:19])[N:16]([C:20]2[CH:29]=[CH:28][CH:27]=[C:26]3[C:21]=2[CH:22]=[CH:23][CH:24]=[N:25]3)[N:15]=1.ClCCl>N1C=CC=CC=1>[CH2:1]([C:3]1[CH:8]=[CH:7][C:6]([S:9]([NH:19][C:17]2[N:16]([C:20]3[CH:29]=[CH:28][CH:27]=[C:26]4[C:21]=3[CH:22]=[CH:23][CH:24]=[N:25]4)[N:15]=[C:14]([CH3:13])[CH:18]=2)(=[O:11])=[O:10])=[CH:5][CH:4]=1)[CH3:2]. Procedure: A mixture of 4-ethylbenzenesulfonyl chloride (0.033 g, 0.16 mmol) and 3-methyl-1-(quinolin-5-yl)-1H-pyrazol-5-amine (prepared from Example 4 step b, 0.030 g, 0.13 mmol) in pyridine (1.0 mL) was heated at 80° C. for 2 h with stirring. After cooling to room temperature, dichloromethane was added to the reaction mixture and washed with 1 M aqueous sodium hydrogen sulfate (1 mL). The aqueous layer was further extracted with dichloromethane (2×5 mL), and the combined organic layers were dried (Na2SO4... Isolated yield 37.7%. Solvent: N1=CC=CC=C1 (pyridine).